From a dataset of the Open Reaction Database (ORD), a public repository of structured organic reaction records. describe an organic reaction: reactants, conditions, products, and yield Reactants: ClC=1C=NC=2N(C1)N=C(C2)C(=O)O (6-chloro-pyrazolo[1,5-a]pyrimidine-2-carboxylic acid), ClC1=CC=C2CCNC(C2=C1)C (7-Chloro-1-methyl-1,2,3,4-tetrahydro-isoquinoline). The product is ClC1=CC=C2CCN(C(C2=C1)C)C(=O)C1=NN2C(N=CC(=C2)Cl)=C1 ((7-Chloro-1-methyl-3,4-dihydro-1H-isoquinolin-2-yl)-(6-chloro-pyrazolo[1,5-a]pyrimidin-2-yl)-methanone). The yield is 54.0%. As a reaction SMILES: [Cl:1][C:2]1[CH:3]=[N:4][C:5]2[N:6]([N:8]=[C:9]([C:11]([OH:13])=O)[CH:10]=2)[CH:7]=1.[Cl:14][C:15]1[CH:24]=[C:23]2[C:18]([CH2:19][CH2:20][NH:21][CH:22]2[CH3:25])=[CH:17][CH:16]=1>>[Cl:14][C:15]1[CH:24]=[C:23]2[C:18]([CH2:19][CH2:20][N:21]([C:11]([C:9]3[CH:10]=[C:5]4[N:4]=[CH:3][C:2]([Cl:1])=[CH:7][N:6]4[N:8]=3)=[O:13])[CH:22]2[CH3:25])=[CH:17][CH:16]=1. Procedure details: In close analogy to the procedure described in Example 1, 6-chloro-pyrazolo[1,5-a]pyrimidine-2-carboxylic acid is reacted with 7-Chloro-1-methyl-1,2,3,4-tetrahydro-isoquinoline to provide the title compound.